The task is: describe an organic reaction: reactants, conditions, products, and yield. This data is from the Open Reaction Database (ORD), a public repository of structured organic reaction records. The reactants are N1C(=CC=C1)C#N (1H-pyrrole-2-carbonitrile), C[O-].[Na+] (sodium methoxide), O.NN (Hydrazine hydrate). Solvent: O (water), C(C)O (ethanol). Reaction conditions: time 18 hour. Yields the product N1C(=CC=C1)C(N)=NN (1H-pyrrole-2-carbohydrazonamide). As a reaction SMILES: [NH:1]1[CH:5]=[CH:4][CH:3]=[C:2]1[C:6]#[N:7].C[O-].[Na+].O.[NH2:12][NH2:13]>C(O)C.O>[NH:1]1[CH:5]=[CH:4][CH:3]=[C:2]1[C:6](=[N:12][NH2:13])[NH2:7] |f:1.2,3.4|. Procedure: A solution of 10 g 1H-pyrrole-2-carbonitrile and 1 eq sodium methoxide in 20 ml ethanol and stirred for 10 min. Hydrazine hydrate (3 eq.) is then added and resulting reaction mixture is stirred at room temperature for 18 h. The Reaction mixture is then diluted with water, extracted with ethyl acetate, dried over Na2SO4 and concentrated under vacuum to yield desired compound. The reactants are NN1C(C2=CC=CC=C2C(=N1)C(F)(F)F)=O (2-amino-4-(trifluoromethyl)phthalazin-1(2H)-one), C1(=CC=CC=C1)CCC(=O)O (3-phenylpropanoic acid). Product: O=C1N(N=C(C2=CC=CC=C12)C(F)(F)F)NC(CCC1=CC=CC=C1)=O (N-[1-oxo-4-(trifluoromethyl)phthalazin-2(1H)-yl]-3-phenylpropanamide). RXN SMILES: [NH2:1][N:2]1[N:11]=[C:10]([C:12]([F:15])([F:14])[F:13])[C:9]2[C:4](=[CH:5][CH:6]=[CH:7][CH:8]=2)[C:3]1=[O:16].[C:17]1([CH2:23][CH2:24][C:25](O)=[O:26])[CH:22]=[CH:21][CH:20]=[CH:19][CH:18]=1>>[O:16]=[C:3]1[C:4]2[C:9](=[CH:8][CH:7]=[CH:6][CH:5]=2)[C:10]([C:12]([F:15])([F:13])[F:14])=[N:11][N:2]1[NH:1][C:25](=[O:26])[CH2:24][CH2:23][C:17]1[CH:22]=[CH:21][CH:20]=[CH:19][CH:18]=1. Reported procedure: The product from Example 11B and 3-phenylpropanoic acid were treated using a method similar to that described in Example 57 to give the title compound. 1H NMR (500 MHz, DMSO-d6/Deuterium Oxide) δ ppm 8.40-8.46 (m, 1H), 8.15 (td, J=7.7, 1.4 Hz, 1H), 7.99-8.09 (m, 2H), 7.28-7.34 (m, 4H), 7.20-7.25 (m, 1H), 2.94 (t, J=7.7 Hz, 2H), 2.68 (t, J=7.7 Hz, 2H); MS (ESI−) M/Z 360 (M−H)−. Reactants: C[C@H]1[C@H]2C([C@@H](C[C@@H]1NC(=O)C1N(S(CC1)(=O)=O)CC1=CC(=CC=C1)C#N)C2)(C)C (2-(3-cyano-benzyl)-1,1-dioxo-1λ6-isothiazolidine-3-carboxylic acid ((1S,2S,3S,5R)-2,6,6-trimethyl-bicyclo[3.1.1]hept-3-yl)-amide), O.P(=O)([O-])([O-])P(=O)([O-])[O-].[Na+].[Na+].[Na+].[Na+] (sodium hypophosphate hydrate). The reagents and catalysts are [Ni] (Raney Nickel). The solvent is N1=C(C=CC=C1)CC(=O)O.O (pyridine-acetic acid water). Reaction conditions: temperature 0 celsius, time 10 minute. Product: C[C@H]1[C@H]2C([C@@H](C[C@@H]1NC(=O)C1N(S(CC1)(=O)=O)CC1=CC(=CC=C1)C=O)C2)(C)C (2-(3-formyl-benzyl)-1,1-dioxo-1λ6-isothiazolidine-3-carboxylic acid((1S,2S,3S,5R)-2,6,6-trimethyl-bicyclo[3.1.1]hept-3-yl)-amide). Isolated yield 49.8%. RXN SMILES: [CH3:1][C@@H:2]1[C@@H:7]([NH:8][C:9]([CH:11]2[CH2:15][CH2:14][S:13](=[O:17])(=[O:16])[N:12]2[CH2:18][C:19]2[CH:24]=[CH:23][CH:22]=[C:21]([C:25]#N)[CH:20]=2)=[O:10])[CH2:6][C@H:5]2[CH2:27][C@@H:3]1[C:4]2([CH3:29])[CH3:28].O.P(P([O-])([O-])=O)([O-])([O-])=[O:32].[Na+].[Na+].[Na+].[Na+]>N1C=CC=CC=1CC(O)=O.O.[Ni]>[CH3:1][C@@H:2]1[C@@H:7]([NH:8][C:9]([CH:11]2[CH2:15][CH2:14][S:13](=[O:17])(=[O:16])[N:12]2[CH2:18][C:19]2[CH:24]=[CH:23][CH:22]=[C:21]([CH:25]=[O:32])[CH:20]=2)=[O:10])[CH2:6][C@H:5]2[CH2:27][C@@H:3]1[C:4]2([CH3:29])[CH3:28] |f:1.2.3.4.5.6,7.8|. Reported procedure: To a stirred solution of 2-(3-cyano-benzyl)-1,1-dioxo-1λ6-isothiazolidine-3-carboxylic acid ((1S,2S,3S,5R)-2,6,6-trimethyl-bicyclo[3.1.1]hept-3-yl)-amide (0.200 g, 0.48 mmol) in a mixture of pyridine-acetic acid-water (2:1:1; 7.2 mL) was added sodium hypophosphate hydrate (0.400 g, 3.77 mmol) at room temperature. The reaction mixture was cooled to 0° C. and Raney Nickel (0.200 g) was added under an argon atmosphere. After stirring at 0° C. for 10 min, the temperature was raised to 40-45° C. and ... Starting materials: C(C)OC1=C(C=NC(=C1)OCC1=CC=C(C=C1)OC)C1=CC(=C(C=C1)CC(=O)NC1=CC(=CC(=C1)C(F)(F)F)C=1OC(=NN1)C)F (2-(4-(4-ethoxy-6-((4-methoxybenzyl)oxy)pyridin-3-yl)-2-fluorophenyl)-N-(3-(5-methyl-1,3,4-oxadiazol-2-yl)-5-(trifluoromethyl)phenyl)acetamide). The reagents and catalysts are [Pd] (Pd/C). Run in CO (MeOH). Conditions: temperature 25 celsius, time 0.5 hour. Product: C(C)OC=1C(=CNC(C1)=O)C1=CC(=C(C=C1)CC(=O)NC1=CC(=CC(=C1)C(F)(F)F)C=1OC(=NN1)C)F (2-(4-(4-ethoxy-6-oxo-1,6-dihydropyridin-3-yl)-2-fluorophenyl)-N-(3-(5-methyl-1,3,4-oxadiazol-2-yl)-5-(trifluoromethyl)phenyl)acetamide). The yield is 84.0%. RXN SMILES: [CH2:1]([O:3][C:4]1[CH:9]=[C:8]([O:10]CC2C=CC(OC)=CC=2)[N:7]=[CH:6][C:5]=1[C:20]1[CH:25]=[CH:24][C:23]([CH2:26][C:27]([NH:29][C:30]2[CH:35]=[C:34]([C:36]([F:39])([F:38])[F:37])[CH:33]=[C:32]([C:40]3[O:41][C:42]([CH3:45])=[N:43][N:44]=3)[CH:31]=2)=[O:28])=[C:22]([F:46])[CH:21]=1)[CH3:2]>CO.[Pd]>[CH2:1]([O:3][C:4]1[C:5]([C:20]2[CH:25]=[CH:24][C:23]([CH2:26][C:27]([NH:29][C:30]3[CH:35]=[C:34]([C:36]([F:38])([F:39])[F:37])[CH:33]=[C:32]([C:40]4[O:41][C:42]([CH3:45])=[N:43][N:44]=4)[CH:31]=3)=[O:28])=[C:22]([F:46])[CH:21]=2)=[CH:6][NH:7][C:8](=[O:10])[CH:9]=1)[CH3:2]. Reported procedure: A mixture of 2-(4-(4-ethoxy-6-((4-methoxybenzyl)oxy)pyridin-3-yl)-2-fluorophenyl)-N-(3-(5-methyl-1,3,4-oxadiazol-2-yl)-5-(trifluoromethyl)phenyl)acetamide (60 mg, 0.094 mmol) and Pd/C (10.03 mg, 0.094 mmol) in MeOH (15 mL) was stirred for 0.5 h under a H2 atmosphere at 25° C. Then the mixture was filtered and the filtrate was concentrated to give the residue which was purified by preparative HPLC to yield 2-(4-(4-ethoxy-6-oxo-1,6-dihydropyridin-3-yl)-2-fluorophenyl)-N-(3-(5-methyl-1,3,4-oxadiazo... The reactants are OCC1=NC(=CC(=C1)OCCNCCC(=O)OC)CO (methyl 3-[2-(2,6-bis-hydroxymethyl-pyridin-4-yloxy)-ethylamino]-propanoate), ICCOCCOCCOC (1-iodo-2-[2-(2-methoxy-ethoxy)-ethoxy]-ethane), C(C)(C)N(CC)C(C)C (diisopropylethylamine). The solvent is C(C)#N (acetonitrile). Reaction conditions: temperature 80 celsius. Product: OCC1=NC(=CC(=C1)OCCN(CCC(=O)OC)CCOCCOCCOC)CO (methyl 3-([2-(2,6-bis-hydroxymethyl-pyridin-4-yloxy)-ethyl]-{2-[2-(2-methoxy-ethoxy)-ethoxy]-ethyl}-amino)-propanoate). Isolated yield 38.4%. Reaction SMILES: [OH:1][CH2:2][C:3]1[CH:8]=[C:7]([O:9][CH2:10][CH2:11][NH:12][CH2:13][CH2:14][C:15]([O:17][CH3:18])=[O:16])[CH:6]=[C:5]([CH2:19][OH:20])[N:4]=1.I[CH2:22][CH2:23][O:24][CH2:25][CH2:26][O:27][CH2:28][CH2:29][O:30][CH3:31].C(N(C(C)C)CC)(C)C>C(#N)C>[OH:20][CH2:19][C:5]1[CH:6]=[C:7]([O:9][CH2:10][CH2:11][N:12]([CH2:22][CH2:23][O:24][CH2:25][CH2:26][O:27][CH2:28][CH2:29][O:30][CH3:31])[CH2:13][CH2:14][C:15]([O:17][CH3:18])=[O:16])[CH:8]=[C:3]([CH2:2][OH:1])[N:4]=1. Reported procedure: To a solution of 284 mg of methyl 3-[2-(2,6-bis-hydroxymethyl-pyridin-4-yloxy)-ethylamino]-propanoate in 28 ml of acetonitrile was added 356 mg of 1-iodo-2-[2-(2-methoxy-ethoxy)-ethoxy]-ethane and 330 μl of diisopropylethylamine. The mixture was heated at 80° C. for 3 days and then concentrated under reduced pressure and purified by flash chromatography on silica (Analogix Super Flash SiO2 SF25-40g), using a gradient of 5 to 10% MeOH in DCM. The fractions containing the desired product were comb...